Task: describe an organic reaction: reactants, conditions, products, and yield. Dataset: the Open Reaction Database (ORD), a public repository of structured organic reaction records Starting materials: C12(CC3CC(CC(C1)C3)C2)C(=O)Cl (1-Adamantylcarbonyl chloride), N1=CC=CC=C1 (pyridine), O=C1C(CNC2=C(N1)C=CC=C2)NC(=O)OC(C)(C)C (2-oxo-3-tert-butoxycarbonylamino-1,3,4,5-tetrahydro-2H-1,5-benzodiazepine). Run in ClCCCl (1,2-dichloroethane). Yields the product O=C1C(CN(C2=C(N1)C=CC=C2)C(=O)C21CC3CC(CC(C2)C3)C1)NC(=O)OC(C)(C)C (2-oxo-3-tert-butoxycarbonylamino-5-(adamantan-1-yl)carbonyl-1,3,4,5-tetrahydro-2H-1,5-benzodiazepine). Yield: 99.7%. RXN SMILES: [C:1]12([C:11](Cl)=[O:12])[CH2:10][CH:5]3[CH2:6][CH:7]([CH2:9][CH:3]([CH2:4]3)[CH2:2]1)[CH2:8]2.N1C=CC=CC=1.[O:20]=[C:21]1[NH:27][C:26]2[CH:28]=[CH:29][CH:30]=[CH:31][C:25]=2[NH:24][CH2:23][CH:22]1[NH:32][C:33]([O:35][C:36]([CH3:39])([CH3:38])[CH3:37])=[O:34]>ClCCCl>[O:20]=[C:21]1[NH:27][C:26]2[CH:28]=[CH:29][CH:30]=[CH:31][C:25]=2[N:24]([C:11]([C:1]23[CH2:10][CH:5]4[CH2:6][CH:7]([CH2:9][CH:3]([CH2:4]4)[CH2:2]2)[CH2:8]3)=[O:12])[CH2:23][CH:22]1[NH:32][C:33]([O:35][C:36]([CH3:39])([CH3:38])[CH3:37])=[O:34]. Procedure: 1-Adamantylcarbonyl chloride (795 mg) and pyridine (0.33 ml) were added to 2-oxo-3-tert-butoxycarbonylamino-1,3,4,5-tetrahydro-2H-1,5-benzodiazepine (1 g) in anhydrous 1,2-dichloroethane (20 ml). The mixture was refluxed with heat for one hour. After the reaction mixture was allowed to cool, crystals so precipitated were collected by filtration, to thereby obtain 1.58 g of the titled compound as a white solid (yield: 99.8%).